Task: describe an organic reaction: reactants, conditions, products, and yield. Dataset: the Open Reaction Database (ORD), a public repository of structured organic reaction records The reactants are C=CCC1(CC)CC(c2cccc(Cl)c2)C(c2ccc(Cl)cc2)N(C(CO)C2CC2)C1=O, NS(=O)(=O)C1CC1. Yields the product C=CCC1(CC)CC(c2cccc(Cl)c2)C(c2ccc(Cl)cc2)N(C(CNS(=O)(=O)C2CC2)C2CC2)C1=O. As a reaction SMILES: [CH2:1]([CH:2]=[CH2:3])[C:4]1([CH2:31][CH3:32])[C:5](=[O:30])[N:6]([CH:24]([CH2:25][OH:26])[CH:27]2[CH2:28][CH2:29]2)[CH:7]([c:17]2[cH:18][cH:19][c:20]([Cl:23])[cH:21][cH:22]2)[CH:8]([c:10]2[cH:11][c:12]([Cl:16])[cH:13][cH:14][cH:15]2)[CH2:9]1.[CH:33]1([S:36](=[O:37])(=[O:38])[NH2:39])[CH2:34][CH2:35]1>>[CH2:1]([CH:2]=[CH2:3])[C:4]1([CH2:31][CH3:32])[C:5](=[O:30])[N:6]([CH:24]([CH2:25][NH:39][S:36]([CH:33]2[CH2:34][CH2:35]2)(=[O:37])=[O:38])[CH:27]2[CH2:28][CH2:29]2)[CH:7]([c:17]2[cH:18][cH:19][c:20]([Cl:23])[cH:21][cH:22]2)[CH:8]([c:10]2[cH:11][c:12]([Cl:16])[cH:13][cH:14][cH:15]2)[CH2:9]1. Run in O1CCOCC1.O (dioxane water). Procedure details: In analogy to example 1, step 3, N-(5-bromo-pyridin-2-ylmethyl)-2-chloro-N-isobutyl-benzenesulfonamide was reacted with (3-methylsulfonylphenyl)-boronic acid, Na2CO3 and dichloro[1,1′-bis(diphenylphosphino)ferrocene]palladium dichloromethane adduct in dioxane/water to give 2-chloro-N-isobutyl-N-[5-(3-methanesulfonyl-phenyl)-pyridin-2-ylmethyl]-benzenesulfonamide as a colorless solid. MS: 493.0 ([M+H]+) Reaction SMILES: Br[C:2]1[CH:3]=[CH:4][C:5]([CH2:8][N:9]([CH2:20][CH:21]([CH3:23])[CH3:22])[S:10]([C:13]2[CH:18]=[CH:17][CH:16]=[CH:15][C:14]=2[Cl:19])(=[O:12])=[O:11])=[N:6][CH:7]=1.[CH3:24][S:25]([C:28]1[CH:29]=[C:30](B(O)O)[CH:31]=[CH:32][CH:33]=1)(=[O:27])=[O:26].C([O-])([O-])=O.[Na+].[Na+]>O1CCOCC1.O.C1C=CC(P(C2C=CC=CC=2)[C-]2C=CC=C2)=CC=1.C1C=CC(P(C2C=CC=CC=2)[C-]2C=CC=C2)=CC=1.Cl[Pd]Cl.[Fe+2].ClCCl>[Cl:19][C:14]1[CH:15]=[CH:16][CH:17]=[CH:18][C:13]=1[S:10]([N:9]([CH2:20][CH:21]([CH3:23])[CH3:22])[CH2:8][C:5]1[CH:4]=[CH:3][C:2]([C:32]2[CH:31]=[CH:30][CH:29]=[C:28]([S:25]([CH3:24])(=[O:27])=[O:26])[CH:33]=2)=[CH:7][N:6]=1)(=[O:12])=[O:11] |f:2.3.4,5.6,7.8.9.10.11|. Product: ClC1=C(C=CC=C1)S(=O)(=O)N(CC1=NC=C(C=C1)C1=CC(=CC=C1)S(=O)(=O)C)CC(C)C (2-chloro-N-isobutyl-N-[5-(3-methanesulfonyl-phenyl)-pyridin-2-ylmethyl]-benzenesulfonamide). The reagents and catalysts are C1=CC=C(C=C1)P([C-]2C=CC=C2)C3=CC=CC=C3.C1=CC=C(C=C1)P([C-]2C=CC=C2)C3=CC=CC=C3.Cl[Pd]Cl.[Fe+2].ClCCl (dichloro[1,1′-bis(diphenylphosphino)ferrocene]palladium dichloromethane). Starting materials: BrC=1C=CC(=NC1)CN(S(=O)(=O)C1=C(C=CC=C1)Cl)CC(C)C (N-(5-bromo-pyridin-2-ylmethyl)-2-chloro-N-isobutyl-benzenesulfonamide), CS(=O)(=O)C=1C=C(C=CC1)B(O)O ((3-methylsulfonylphenyl)-boronic acid), C(=O)([O-])[O-].[Na+].[Na+] (Na2CO3). Starting materials: [H-].[Na+] (NaH), [Na+].C(C1=CC=CC=C1)(=O)CCCCC(=O)[O-] (5-benzoylpentanoic acid sodium salt), C(CCC)[Li] (n-butyl lithium), C(CC(=O)C)(=O)OC (methyl acetoacetate), [H-].[Na+] (NaH), acid. The solvent is O1CCCC1 (tetrahydrofuran), O1CCCC1 (tetrahydrofuran), CCCCCC (hexane), CCCCCC (hexane), O1CCCC1 (tetrahydrofuran). Product: OC=1CC(OC(C1)=O)(C1=CC=CC=C1)CCCCC(=O)O (5-(3,6-Dihydro-4-hydroxy-6-oxo-2-phenyl-2H-pyran-2-yl)pentanoic acid), [Na+].C(C1=CC=CC=C1)(=O)CCCCC(=O)[O-] (5-Benzoylpentanoic acid sodium salt). As a reaction SMILES: [C:1](OC)(=[O:6])[CH2:2][C:3]([CH3:5])=[O:4].[H-].[Na+:10].C([Li])CCC.[Na+].[C:17]([CH2:25][CH2:26][CH2:27][CH2:28][C:29]([O-:31])=[O:30])(=[O:24])[C:18]1[CH:23]=[CH:22][CH:21]=[CH:20][CH:19]=1>CCCCCC.O1CCCC1>[OH:4][C:3]1[CH2:5][C:17]([CH2:25][CH2:26][CH2:27][CH2:28][C:29]([OH:31])=[O:30])([C:18]2[CH:23]=[CH:22][CH:21]=[CH:20][CH:19]=2)[O:24][C:1](=[O:6])[CH:2]=1.[Na+:10].[C:17]([CH2:25][CH2:26][CH2:27][CH2:28][C:29]([O-:31])=[O:30])(=[O:24])[C:18]1[CH:23]=[CH:22][CH:21]=[CH:20][CH:19]=1 |f:1.2,4.5,9.10|. Procedure: The title compound was prepared as described in General Method 1 using 25 mmol of methyl acetoacetate, 27.5 mmol of NaH 60% dispersion in oil, 26.25 mmol of 1.6M n-butyl lithium in hexane in 50 mL of tetrahydrofuran and 25 mmol of 5-benzoylpentanoic acid sodium salt in 100 mL of tetrahydrofuran. 5-Benzoylpentanoic acid sodium salt was prepared by reacting the acid (25 mmol) with hexane washed NaH (27.5 mmol) in tetrahydrofuran at 0° C. for 25 minutes. The crude solid was recrystallized from ethy... The reactants are FC=1C=C(C=CC1)C1=NN2C(C=CC(=C2)C(F)(F)F)=C1C1=CC=C(C=C1)S(=O)(=O)N (4-[2-(3-fluoro-phenyl)-6-trifluoromethyl-pyrazolo[1,5-a]pyridin-3-yl]-benzenesulfonamide), COCC(=O)Cl (methoxyacetyl chloride), Tris-(2-aminoethyl)amine polystyrene. Reagents/catalysts: CN(C1=CC=NC=C1)C (4-dimethylaminopyridine). Solvent: C1CCOC1 (THF). Conditions: time 18 hour. Yields the product FC=1C=C(C=CC1)C1=NN2C(C=CC(=C2)C(F)(F)F)=C1C1=CC=C(C=C1)S(=O)(=O)NC(COC)=O (4-[2-(3-Fluorophenyl)-6-(trifluoromethyl)pyrazolo[1,5-a]pyridin-3-yl]-N-(2-methoxyacetyl)benzenesulfonamide). As a reaction SMILES: [F:1][C:2]1[CH:3]=[C:4]([C:8]2[C:20]([C:21]3[CH:26]=[CH:25][C:24]([S:27]([NH2:30])(=[O:29])=[O:28])=[CH:23][CH:22]=3)=[C:11]3[CH:12]=[CH:13][C:14]([C:16]([F:19])([F:18])[F:17])=[CH:15][N:10]3[N:9]=2)[CH:5]=[CH:6][CH:7]=1.[CH3:31][O:32][CH2:33][C:34](Cl)=[O:35]>C1COCC1.CN(C)C1C=CN=CC=1>[F:1][C:2]1[CH:3]=[C:4]([C:8]2[C:20]([C:21]3[CH:26]=[CH:25][C:24]([S:27]([NH:30][C:34](=[O:35])[CH2:33][O:32][CH3:31])(=[O:29])=[O:28])=[CH:23][CH:22]=3)=[C:11]3[CH:12]=[CH:13][C:14]([C:16]([F:17])([F:18])[F:19])=[CH:15][N:10]3[N:9]=2)[CH:5]=[CH:6][CH:7]=1. Procedure: To a solution of 4-[2-(3-fluoro-phenyl)-6-trifluoromethyl-pyrazolo[1,5-a]pyridin-3-yl]-benzenesulfonamide (0.15 g 0.35 mmol) in dry THF (3 ml) was added N,N-(diisopropyl)aminomethylpolystyrene (Argonaut Technologies) (0.25 g 0.9 mmol), 4-dimethylaminopyridine (Aldrich) (0.03 g 0.25 mmol) and methoxyacetyl chloride (Aldrich) (0.09 g 0.8 mmol) and the mixture was shaken at room temperature for 18 hr. Tris-(2-aminoethyl)amine polystyrene (Argonaut Technologies) (0.5 g 1.7 mmol) was added and shakin... The reactants are C1(CC1)C(CC(=O)C1=C(C=C(C=C1)S(=O)(=O)C)F)=O (3-cyclopropyl-1-(2-fluoro-4-methylsulphonylphenyl)-propan-1,3-dione), C(OCC)(OCC)OCC (triethyl orthoformate), C(C)(=O)OC(C)=O (acetic anhydride). The product is C1(CC1)C(C(C(=O)C1=C(C=C(C=C1)S(=O)(=O)C)F)=COCC)=O (3-cyclopropyl-2-ethoxymethylene-1-(2-fluoro-4-methylsulphonylphenyl)-propan-1,3-dione). The yield is 99.3%. As a reaction SMILES: [CH:1]1([C:4](=[O:19])[CH2:5][C:6]([C:8]2[CH:13]=[CH:12][C:11]([S:14]([CH3:17])(=[O:16])=[O:15])=[CH:10][C:9]=2[F:18])=[O:7])[CH2:3][CH2:2]1.[CH:20](OCC)(OCC)[O:21][CH2:22][CH3:23].C(OC(=O)C)(=O)C>>[CH:1]1([C:4](=[O:19])[C:5](=[CH:20][O:21][CH2:22][CH3:23])[C:6]([C:8]2[CH:13]=[CH:12][C:11]([S:14]([CH3:17])(=[O:15])=[O:16])=[CH:10][C:9]=2[F:18])=[O:7])[CH2:3][CH2:2]1. Reported procedure: A mixture of 3-cyclopropyl-1-(2-fluoro-4-methylsulphonylphenyl)-propan-1,3-dione (7.4 g), triethyl orthoformate (8.5 g) and acetic anhydride was stirred and heated at reflux for 4 hours. The mixture was evaporated to dryness. Xylene was added and the mixture was re-evaporated to give 3-cyclopropyl-2-ethoxymethylene-1-(2-fluoro-4-methylsulphonylphenyl)-propan-1,3-dione (8.8 g) as a red oil which was not further purified.